Dataset: the Open Reaction Database (ORD), a public repository of structured organic reaction records. Task: describe an organic reaction: reactants, conditions, products, and yield Starting materials: O(C1=CC=CC=C1)C1=CC(=CC=[N+]1[O-])CO (6-phenoxypyridine-4-methanol-N-oxide), C(C)(=O)OC(C)=O (acetic anhydride). Solvent: O1CCOCC1 (dioxane). Product: C(C)(=O)OCC1=CC=NC(=C1)OC1=CC=CC=C1 (6-phenoxypyridine-4-methanol acetate). As a reaction SMILES: [O:1]([C:8]1[N+:13]([O-])=[CH:12][CH:11]=[C:10]([CH2:15][OH:16])[CH:9]=1)[C:2]1[CH:7]=[CH:6][CH:5]=[CH:4][CH:3]=1.[C:17](OC(=O)C)(=[O:19])[CH3:18]>O1CCOCC1>[C:17]([O:16][CH2:15][C:10]1[CH:9]=[C:8]([O:1][C:2]2[CH:7]=[CH:6][CH:5]=[CH:4][CH:3]=2)[N:13]=[CH:12][CH:11]=1)(=[O:19])[CH3:18]. Procedure: In accordance with the process of Example 1, 37 g of 6-phenoxy-4-picoline was oxidized by using hydrogen peroxide-glacial acetic acid to obtain 28.2 g of 6-phenoxypyridine-4-methanol-N-oxide. Then, 28.2 g of 6-phenoxypyridine-4-methanol-N-oxide and 28.6 g of acetic anhydride were added to 400 ml of dioxane and the mixture was refluxed for 5 hours to react them. Starting materials: CC(C)(O)C(c1cc(F)cc(F)c1)C1CN(C(c2ccc(Cl)cc2)c2cccc(C#N)c2)C1, ClCCl, F, [Na+], [Na+], O=C([O-])O, [OH-], c1ccncc1. Product: CC(C)(F)C(c1cc(F)cc(F)c1)C1CN(C(c2ccc(Cl)cc2)c2cccc(C#N)c2)C1. As a reaction SMILES: [Cl:1][c:2]1[cH:3][cH:4][c:5]([CH:8]([c:9]2[cH:10][c:11]([C:12]#[N:13])[cH:14][cH:15][cH:16]2)[N:17]2[CH2:18][CH:19]([CH:21]([C:22]([CH3:23])([CH3:24])[OH:25])[c:26]3[cH:27][c:28]([F:33])[cH:29][c:30]([F:32])[cH:31]3)[CH2:20]2)[cH:6][cH:7]1.[Cl:48][CH2:49][Cl:50].[FH:40].[Na+:42].[Na+:47].[O-:43][C:44]([OH:45])=[O:46].[OH-:41].[n:34]1[cH:35][cH:36][cH:37][cH:38][cH:39]1>>[Cl:1][c:2]1[cH:3][cH:4][c:5]([CH:8]([c:9]2[cH:10][c:11]([C:12]#[N:13])[cH:14][cH:15][cH:16]2)[N:17]2[CH2:18][CH:19]([CH:21]([C:22]([CH3:23])([CH3:24])[F:40])[c:26]3[cH:27][c:28]([F:33])[cH:29][c:30]([F:32])[cH:31]3)[CH2:20]2)[cH:6][cH:7]1. Reactants: C1(C=CCCCC1)=O (2-cyclohepten-1-one), [C-]#N.C(C)[Al+]CC (diethylaluminum cyanide), Cl (HCl). Run in C1(=CC=CC=C1)C (toluene). Product: O=C1CC(CCCC1)C#N (3-Oxocycloheptanecarbonitrile). As a reaction SMILES: [C:1]1(=[O:8])[CH2:7][CH2:6][CH2:5][CH2:4][CH:3]=[CH:2]1.[C-:9]#[N:10].C([Al+]CC)C.Cl>C1(C)C=CC=CC=1>[O:8]=[C:1]1[CH2:7][CH2:6][CH2:5][CH2:4][CH:3]([C:9]#[N:10])[CH2:2]1 |f:1.2|. Procedure: To 100 mL of toluene add 2-cyclohepten-1-one (11.0 g, 0.1 mol) and 200 mL (1M solution in toluene, 0.2 mol) of diethylaluminum cyanide. Monitor the reaction by thin-layer chromatography. Upon completion add 1M aqueous HCl until gas evolution ceases. Extract twice with 100 mL of ether. Dry the organic phase with Na2SO4. Filter off the drying agent and evaporate the solvent in vacuo to obtain the title compound. The reactants are CC(Cl)c1cccnc1, O=C(O)c1ccc2nccnc2c1. Reagents/catalysts: O=C([O-])[O-].[Cs+].[Cs+] (cesium carbonate), [I-].[K+] (potassium iodide). Run in CN(C)C=O (DMF), CN(C)C=O (dmf), CN(C)C=O (DMF). Run at temperature 70 celsius, time 16 hour. Product: CC(OC(=O)c1ccc2nccnc2c1)c1cccnc1. Starting materials: C(C1=CC=CC=C1)N1C[C@@H](N(CC1)C(=O)OC(C)(C)C)CCO (4-benzyl-1-tert-butoxycarbonyl-2(S)-(2-hydroxyethyl)piperazine), CI (methyl iodide). Conditions: temperature 0 celsius, time 3 hour. Yields the product C(C1=CC=CC=C1)N1C[C@@H](N(CC1)C(=O)OC(C)(C)C)CCOC (4-Benzyl-1-tert-butoxycarbonyl-2(S)-(2-methoxyethyl)piperazine). The yield is 83.7%. As a reaction SMILES: [CH2:1]([N:8]1[CH2:13][CH2:12][N:11]([C:14]([O:16][C:17]([CH3:20])([CH3:19])[CH3:18])=[O:15])[C@@H:10]([CH2:21][CH2:22][OH:23])[CH2:9]1)[C:2]1[CH:7]=[CH:6][CH:5]=[CH:4][CH:3]=1.[CH3:24]I>>[CH2:1]([N:8]1[CH2:13][CH2:12][N:11]([C:14]([O:16][C:17]([CH3:18])([CH3:19])[CH3:20])=[O:15])[C@@H:10]([CH2:21][CH2:22][O:23][CH3:24])[CH2:9]1)[C:2]1[CH:7]=[CH:6][CH:5]=[CH:4][CH:3]=1. Reported procedure: A solution of 4-benzyl-1-tert-butoxycarbonyl-2(S)-(2-hydroxyethyl)piperazine (0.322 g, 1.00 mmol) in dry, degassed dimethylformamide (4 mL) was cooled under nitrogen to 0° C. Sodium hydride was added (0.052 g, 60% dispersion in oil, 1.30 mmol) followed by methyl iodide (0.88 mL, 1.41 mmol). After 3 h, the reaction was quenched with saturated ammonium chloride. The solvent was removed in vacuo and the residue partitioned between ethyl acetate and saturated sodium bicarbonate. The ethyl acetate wa... Starting materials: O[C@@H](CNS(=O)(=O)C1=NC=CC=C1)[C@H](CCCC)NC(O[C@@H](C(C)(C)C)CN1N=C(C=C1)C1=CC=C(C=C1)C(F)(F)F)=O ((1S)-2,2-dimethyl-1-({3-[4-(trifluoromethyl)phenyl]-1H-pyrazol-1-yl}methyl)propyl (1S)-1-{(1S)-1-hydroxy-2-[(2-pyridinylsulfonyl)amino]ethyl}pentylcarbamate), O[C@H](CNS(=O)(=O)C1=NC=CC=C1)[C@H](CCCC)NC(O[C@@H](C(C)(C)C)CN1N=C(C=C1)C1=CC=C(C=C1)C(F)(F)F)=O ((1S)-2,2-dimethyl-1-({3-[4-(trifluoromethyl)phenyl]-1H-pyrazol-1-yl}methyl)propyl (1S)-1-{(1R)-1-hydroxy-2-[(2-pyridinylsulfonyl)amino]ethyl}pentylcarbamate), CC(=O)OI1(C=2C=CC=CC2C(=O)O1)(OC(=O)C)OC(=O)C (Dess-Martin periodinane). The solvent is ClCCl (dichloromethane). Reaction conditions: time 15 minute. Yields the product N1=C(C=CC=C1)S(=O)(=O)NCC(=O)[C@H](CCCC)NC(O[C@@H](C(C)(C)C)CN1N=C(C=C1)C1=CC=C(C=C1)C(F)(F)F)=O ((1S)-2,2-dimethyl-1-({3-[4-(trifluoromethyl)phenyl]-1H-pyrazol-1-yl}methyl)propyl (1S)-1-{[(2-pyridinylsulfonyl)amino]acetyl}pentylcarbamate). The yield is 64.1%. Reaction SMILES: [OH:1][C@H:2]([C@@H:14]([NH:19][C:20](=[O:43])[O:21][C@H:22]([CH2:27][N:28]1[CH:32]=[CH:31][C:30]([C:33]2[CH:38]=[CH:37][C:36]([C:39]([F:42])([F:41])[F:40])=[CH:35][CH:34]=2)=[N:29]1)[C:23]([CH3:26])([CH3:25])[CH3:24])[CH2:15][CH2:16][CH2:17][CH3:18])[CH2:3][NH:4][S:5]([C:8]1[CH:13]=[CH:12][CH:11]=[CH:10][N:9]=1)(=[O:7])=[O:6].O[C@@H]([C@@H](NC(=O)O[C@H](CN1C=CC(C2C=CC(C(F)(F)F)=CC=2)=N1)C(C)(C)C)CCCC)CNS(C1C=CC=CN=1)(=O)=O.CC(OI1(OC(C)=O)(OC(C)=O)OC(=O)C2C=CC=CC1=2)=O>ClCCl>[N:9]1[CH:10]=[CH:11][CH:12]=[CH:13][C:8]=1[S:5]([NH:4][CH2:3][C:2]([C@@H:14]([NH:19][C:20](=[O:43])[O:21][C@H:22]([CH2:27][N:28]1[CH:32]=[CH:31][C:30]([C:33]2[CH:38]=[CH:37][C:36]([C:39]([F:42])([F:40])[F:41])=[CH:35][CH:34]=2)=[N:29]1)[C:23]([CH3:25])([CH3:26])[CH3:24])[CH2:15][CH2:16][CH2:17][CH3:18])=[O:1])(=[O:6])=[O:7]. Reported procedure: To a solution of 90 mg (0.14 mmol) of (1S)-2,2-dimethyl-1-({3-[4-(trifluoromethyl)phenyl]-1H-pyrazol-1-yl}methyl)propyl (1S)-1-{(1S)-1-hydroxy-2-[(2-pyridinylsulfonyl)amino]ethyl}pentylcarbamate & (1S)-2,2-dimethyl-1-({3-[4-(trifluoromethyl)phenyl]-1H-pyrazol-1-yl}methyl)propyl (1S)-1-{(1R)-1-hydroxy-2-[(2-pyridinylsulfonyl)amino]ethyl}pentylcarbamate in 2 mL of dichloromethane was added 76 mg (0.18 mmol) of Dess-Martin periodinane. The reaction mixture was stirred for 15 min, and then filtered ... The reactants are CCOC(=O)c1cc(-c2ccc(SC)cc2)n(-c2ccc(OC)cc2)n1, CO, [K+], [OH-]. The product is COc1ccc(-n2nc(C(=O)O)cc2-c2ccc(SC)cc2)cc1. RXN SMILES: [CH3:1][O:2][c:3]1[cH:4][cH:5][c:6](-[n:9]2[n:10][c:11]([C:22](=[O:23])[O:24][CH2:25][CH3:26])[cH:12][c:13]2-[c:14]2[cH:15][cH:16][c:17]([S:20][CH3:21])[cH:18][cH:19]2)[cH:7][cH:8]1.[CH3:29][OH:30].[K+:28].[OH-:27]>>[CH3:1][O:2][c:3]1[cH:4][cH:5][c:6](-[n:9]2[n:10][c:11]([C:22](=[O:23])[OH:24])[cH:12][c:13]2-[c:14]2[cH:15][cH:16][c:17]([S:20][CH3:21])[cH:18][cH:19]2)[cH:7][cH:8]1.